From a dataset of the Open Reaction Database (ORD), a public repository of structured organic reaction records. describe an organic reaction: reactants, conditions, products, and yield RXN SMILES: [BH4-:20].[CH2:1]1[CH2:2][CH2:3][CH2:4][c:5]2[n:6][c:7]([C:15](=[O:16])[O:17][CH2:18][CH3:19])[c:8]3[cH:9][cH:10][cH:11][cH:12][c:13]3[c:14]21.[Li+:21].[O:22]1[CH2:23][CH2:24][CH2:25][CH2:26]1>>[CH2:1]1[CH2:2][CH2:3][CH2:4][c:5]2[n:6][c:7]([CH2:15][OH:16])[c:8]3[cH:9][cH:10][cH:11][cH:12][c:13]3[c:14]21. Reactants: [BH4-], CCOC(=O)c1nc2c(c3ccccc13)CCCC2, [Li+], C1CCOC1. Yields the product OCc1nc2c(c3ccccc13)CCCC2. The reactants are C(=C\C)/C1CCC2=CC=CC=C12 (trans-propenylindane), 144b. The solvent is CO (MeOH). The product is C(CC)C1CCC2=CC=CC=C12 (propylindane). Reaction SMILES: [CH:1](/[CH:4]1[C:12]2[C:7](=[CH:8][CH:9]=[CH:10][CH:11]=2)[CH2:6][CH2:5]1)=[CH:2]\[CH3:3]>CO>[CH2:1]([CH:4]1[C:12]2[C:7](=[CH:8][CH:9]=[CH:10][CH:11]=2)[CH2:6][CH2:5]1)[CH2:2][CH3:3]. Procedure details: A MeOH (6 mL) solution of the trans-propenylindane acid from 144b (11.8 mg, 0.18 mmol) was hydrogenated under 50 psi H2 for 1 h to give propylindane acid. MS Found: (M+Na)+=317. The reactants are N1C(CC1)C(=O)O (azetidine-2-carboxylic acid), S(=O)(Cl)Cl (thionyl chloride), CO (MeOH). Reaction conditions: temperature 20 celsius, time 15 hour. Yields the product Cl.COC(=O)C1NCC1 (Azetidine-2-carboxylic acid methyl ester hydrochloride). As a reaction SMILES: [NH:1]1[CH2:4][CH2:3][CH:2]1[C:5]([OH:7])=[O:6].S(Cl)([Cl:10])=O.[CH3:12]O>>[ClH:10].[CH3:12][O:6][C:5]([CH:2]1[CH2:3][CH2:4][NH:1]1)=[O:7] |f:3.4|. Procedure details: To a solution of azetidine-2-carboxylic acid (1 eq.) in MeOH at 0° C. was added dropwise thionyl chloride (2.5 eq.). The reaction was stirred at 20° C. for 15 h. The crude was concentrated under reduced pressure and used as such without further purification. Starting materials: ClC1=C(CCOCCC(=O)O)C=CC=C1CN1CCC2(CN(CCO2)C(=O)C=2N=C(SC2)C(C)C)CC1 (3-(2-chloro-3-((4-(2-isopropylthiazole-4-carbonyl)-1-oxa-4,9-diazaspiro[5.5]undecan-9-yl)methyl)phenethoxy)propanoic acid), COC(CNC1CCCCC1)OC (N-(2,2-dimethoxyethyl)cyclohexanamine). Yields the product ClC1=C(CCOCCC(=O)N(CC(OC)OC)C2CCCCC2)C=CC=C1CN1CCC2(CN(CCO2)C(=O)C=2N=C(SC2)C(C)C)CC1 (3-(2-Chloro-3-((4-(2-isopropylthiazole-4-carbonyl)-1-oxa-4,9-diazaspiro[5.5]undecan-9-yl)methyl)phenethoxy)-N-cyclohexyl-N-(2,2-dimethoxyethyl)propanamide). As a reaction SMILES: [Cl:1][C:2]1[C:15]([CH2:16][N:17]2[CH2:37][CH2:36][C:20]3([O:25][CH2:24][CH2:23][N:22]([C:26]([C:28]4[N:29]=[C:30]([CH:33]([CH3:35])[CH3:34])[S:31][CH:32]=4)=[O:27])[CH2:21]3)[CH2:19][CH2:18]2)=[CH:14][CH:13]=[CH:12][C:3]=1[CH2:4][CH2:5][O:6][CH2:7][CH2:8][C:9](O)=[O:10].[CH3:38][O:39][CH:40]([O:49][CH3:50])[CH2:41][NH:42][CH:43]1[CH2:48][CH2:47][CH2:46][CH2:45][CH2:44]1>>[Cl:1][C:2]1[C:15]([CH2:16][N:17]2[CH2:18][CH2:19][C:20]3([O:25][CH2:24][CH2:23][N:22]([C:26]([C:28]4[N:29]=[C:30]([CH:33]([CH3:34])[CH3:35])[S:31][CH:32]=4)=[O:27])[CH2:21]3)[CH2:36][CH2:37]2)=[CH:14][CH:13]=[CH:12][C:3]=1[CH2:4][CH2:5][O:6][CH2:7][CH2:8][C:9]([N:42]([CH:43]1[CH2:48][CH2:47][CH2:46][CH2:45][CH2:44]1)[CH2:41][CH:40]([O:49][CH3:50])[O:39][CH3:38])=[O:10]. Procedure details: Prepared by the method of Example 7, step e using 3-(2-chloro-3-((4-(2-isopropylthiazole-4-carbonyl)-1-oxa-4,9-diazaspiro[5.5]undecan-9-yl)methyl)phenethoxy)propanoic acid [Example 27, step d] (0.28 g) in place of 3-(2-fluoro-3-((4-(2-isopropylthiazole-4-carbonyl)-1-oxa-4,9-diazaspiro[5.5]undecan-9-yl)methyl)phenethoxy)propanoic acid, and N-(2,2-dimethoxyethyl)cyclohexanamine [WO 2008075025] (0.10 g) in place of N-(2,2-dimethoxyethyl)cycloheptanamine. Yield 0.11 g. Reactants: ClC1=CC(=C(C=C1)[N+](=O)[O-])SC1=C(C=C(C=C1)S(=O)(=O)CC)Cl (4-Chloro-2-{[2-chloro-4-(ethylsulfonyl)phenyl]thio}-1-nitrobenzene), reduced iron, [OH-].[Na+] (NaOH). Run in C(C)(=O)O (acetic acid). RXN SMILES: [Cl:1][C:2]1[CH:7]=[CH:6][C:5]([N+:8]([O-])=O)=[C:4]([S:11][C:12]2[CH:17]=[CH:16][C:15]([S:18]([CH2:21][CH3:22])(=[O:20])=[O:19])=[CH:14][C:13]=2[Cl:23])[CH:3]=1.[OH-].[Na+]>C(O)(=O)C>[Cl:1][C:2]1[CH:7]=[CH:6][C:5]([NH2:8])=[C:4]([S:11][C:12]2[CH:17]=[CH:16][C:15]([S:18]([CH2:21][CH3:22])(=[O:20])=[O:19])=[CH:14][C:13]=2[Cl:23])[CH:3]=1 |f:1.2|. Procedure details: The product from step (ii) (0.80 g) and reduced iron powder (0.80 g) in glacial acetic acid (30 ml) was vigorously stirred at RT for 2 h. The mixture was filtered through celite, and the filtrate evaporated under reduced pressure to give a brown oil which was neutralised with 2M NaOH and extracted with ethyl acetate. The organics were dried, evaporated under reduced pressure and the residue purified by chromatography on silica eluting with isohexane/ethylacetate 2:1, yield 0.70 g. The product is ClC1=CC(=C(N)C=C1)SC1=C(C=C(C=C1)S(=O)(=O)CC)Cl (4-Chloro-2-{[2-chloro-4-(ethylsulfonyl)phenyl]thio}aniline).